Dataset: the Open Reaction Database (ORD), a public repository of structured organic reaction records. Task: describe an organic reaction: reactants, conditions, products, and yield Reactants: Cc1cc(-c2ccc(Cl)c(Cl)c2)cc(=O)[nH]1, O=P(Cl)(Cl)Cl. The product is Cc1cc(-c2ccc(Cl)c(Cl)c2)cc(Cl)n1. RXN SMILES: [Cl:1][c:2]1[cH:3][c:4](-[c:9]2[cH:10][c:11](=[O:16])[nH:12][c:13]([CH3:15])[cH:14]2)[cH:5][cH:6][c:7]1[Cl:8].[P:17]([Cl:18])([Cl:19])([Cl:20])=[O:21]>>[Cl:1][c:2]1[cH:3][c:4](-[c:9]2[cH:10][c:11]([Cl:19])[n:12][c:13]([CH3:15])[cH:14]2)[cH:5][cH:6][c:7]1[Cl:8]. The reactants are [BH4-], CCCN(CCC)CCCCNC(=O)c1cn2c(n1)CCC(CN)C2, CO, COC(OC)OC, [Na+], O, O=Cc1ncc[nH]1. The product is CCCN(CCC)CCCCNC(=O)c1cn2c(n1)CCC(CNCc1ncc[nH]1)C2. Reaction SMILES: [BH4-:40].[CH2:1]([CH2:2][CH3:3])[N:4]([CH2:5][CH2:6][CH2:7][CH2:8][NH:9][C:10](=[O:11])[c:12]1[n:13][c:14]2[n:15]([cH:22]1)[CH2:16][CH:17]([CH2:20][NH2:21])[CH2:18][CH2:19]2)[CH2:23][CH2:24][CH3:25].[CH3:42][OH:43].[CH:26]([O:27][CH3:28])([O:29][CH3:30])[O:31][CH3:32].[Na+:41].[OH2:44].[nH:33]1[c:34]([CH:38]=[O:39])[n:35][cH:36][cH:37]1>>[CH2:1]([CH2:2][CH3:3])[N:4]([CH2:5][CH2:6][CH2:7][CH2:8][NH:9][C:10](=[O:11])[c:12]1[n:13][c:14]2[n:15]([cH:22]1)[CH2:16][CH:17]([CH2:20][NH:21][CH2:38][c:34]1[nH:33][cH:37][cH:36][n:35]1)[CH2:18][CH2:19]2)[CH2:23][CH2:24][CH3:25]. Starting materials: OC1CN(CC1)CC1NCCC2=CC=CC=C12 (1-(3-hydroxypyrrolidin-1-yl)methyl-1,2,3,4-tetrahydroisoquinoline), ClC=1C=C(C=CC1Cl)CC(=O)Cl (3,4-dichlorophenylacetyl chloride), C([O-])([O-])=O.[K+].[K+] (potassium carbonate). Product: Cl.OC1CN(CC1)CC1(NCCC2=CC=CC=C12)C(CC1=CC(=C(C=C1)Cl)Cl)=O (1-(3-hydroxypyrrolidin-1-yl)methyl-2-(3,4-dichlorophenyl)acetyl -1,2,3,4-tetrahydroisoquinoline hydrochloride). As a reaction SMILES: [OH:1][CH:2]1[CH2:6][CH2:5][N:4]([CH2:7][CH:8]2[C:17]3[C:12](=[CH:13][CH:14]=[CH:15][CH:16]=3)[CH2:11][CH2:10][NH:9]2)[CH2:3]1.[Cl:18][C:19]1[CH:20]=[C:21]([CH2:26][C:27](Cl)=[O:28])[CH:22]=[CH:23][C:24]=1[Cl:25].C(=O)([O-])[O-].[K+].[K+]>>[ClH:18].[OH:1][CH:2]1[CH2:6][CH2:5][N:4]([CH2:7][C:8]2([C:27](=[O:28])[CH2:26][C:21]3[CH:22]=[CH:23][C:24]([Cl:25])=[C:19]([Cl:18])[CH:20]=3)[C:17]3[C:12](=[CH:13][CH:14]=[CH:15][CH:16]=3)[CH2:11][CH2:10][NH:9]2)[CH2:3]1 |f:2.3.4,5.6|. Procedure: Prepared as Example n° 1 from 5.0 g (21.5 mmoles) of 1-(3-hydroxypyrrolidin-1-yl)methyl-1,2,3,4-tetrahydroisoquinoline--diast. mix.--, 5.2 g (23.6 mmoles) of 3,4-dichlorophenylacetyl chloride and 3.6 g (23.6 mmoles) of anhydrous potassium carbonate.